From a dataset of the Open Reaction Database (ORD), a public repository of structured organic reaction records. describe an organic reaction: reactants, conditions, products, and yield Starting materials: CN (methylamine), CN(C)CC=1SC(=CN1)CSCCN (2-[(2-Dimethylaminomethylthiazol-5-yl)methylthio]ethylamine), COC1=NS(N=C1OC)(=O)=O (3,4-dimethoxy-1,2,5-thiadiazole 1,1-dioxide). Run in CO (methanol), CO (methanol). Conditions: time 8 hour. Yields the product CN(C)CC=1SC(=CN1)CSCCNC1=NS(N=C1NC)(=O)=O (3-{2-[(2-Dimethylaminomethylthiazol-5-yl)methylthio]ethylamino}-4-methylamino-1,2,5-thiadiazole 1,1-dioxide). Reaction SMILES: [CH3:1][N:2]([CH2:4][C:5]1[S:6][C:7]([CH2:10][S:11][CH2:12][CH2:13][NH2:14])=[CH:8][N:9]=1)[CH3:3].CO[C:17]1[C:21](OC)=[N:20][S:19](=[O:25])(=[O:24])[N:18]=1.[CH3:26][NH2:27]>CO>[CH3:3][N:2]([CH2:4][C:5]1[S:6][C:7]([CH2:10][S:11][CH2:12][CH2:13][NH:14][C:17]2[C:21]([NH:27][CH3:26])=[N:20][S:19](=[O:25])(=[O:24])[N:18]=2)=[CH:8][N:9]=1)[CH3:1]. Reported procedure: A solution of 2-[(2-dimethylaminomethylthiazol-5-yl)methylthio]ethylamine (1.55 g; 6.7 mmoles) [prepared in Step D] in 60 ml of methanol was added dropwise over 40 minutes to a partial suspension of 3,4-dimethoxy-1,2,5-thiadiazole 1,1-dioxide (1.19 g; 6.7 mmoles) in 130 ml of methanol that had been cooled to 8°. Upon completion of the addition, anhydrous methylamine was bubbled into the solution for 8 minutes, then stirred at ambient temperature overnight. The reaction mixture was evaporated und...